The task is: describe an organic reaction: reactants, conditions, products, and yield. This data is from the Open Reaction Database (ORD), a public repository of structured organic reaction records. Starting materials: C(C1=CC=CC=C1)O (benzyl alcohol), S(=O)(=O)(N=C=O)N=C=O (sulfuryl diisocyanate). The solvent is C1=CC=CC=C1 (benzene). Reaction conditions: time 1 hour. Yields the product C(C1=CC=CC=C1)OC(=O)NS(=O)(=O)NC(=O)OCC1=CC=CC=C1 (N,N'-bis-(benzyloxycarbonyl)-sulfamide). Isolated yield 107.2%. As a reaction SMILES: [CH2:1]([OH:8])[C:2]1[CH:7]=[CH:6][CH:5]=[CH:4][CH:3]=1.[S:9]([N:15]=[C:16]=[O:17])([N:12]=[C:13]=[O:14])(=[O:11])=[O:10]>C1C=CC=CC=1>[CH2:1]([O:8][C:13]([NH:12][S:9]([NH:15][C:16]([O:8][CH2:1][C:2]1[CH:7]=[CH:6][CH:5]=[CH:4][CH:3]=1)=[O:17])(=[O:11])=[O:10])=[O:14])[C:2]1[CH:7]=[CH:6][CH:5]=[CH:4][CH:3]=1. Procedure details: 10 g of anhydrous benzyl alcohol are placed in 150 ml of absolute benzene and 7.4 g of sulfuryl diisocyanate are added dropwise accompanied by stirring. The exothermic reaction which takes place leads to a rise in the temperature to 45° C. and shortly after the start a precipitate is formed. Following the temperature drop, stirring is continued for 1 hour at ambient temperature. The resulting precipitate is suction filtered and dried at 60° C. giving a yield of 18.06 g of colorless crystals (99.... Reactants: SCC(=O)O (Mercaptoacetic acid), [SH-].[Na+] (sodium hydro-sulfide), esters, ClCC(=O)[O-].[Na+] (sodium chloroacetate). Run in C(C)#N (acetonitrile). Product: SCCC(=O)O (β-mercaptopropionic acid), [SH-].[Na+] (sodium hydrosulfide), C1(CCO1)=O (β-propiolactone). RXN SMILES: [SH:1][CH2:2][C:3]([OH:5])=[O:4].[SH-:6].[Na+:7].Cl[CH2:9][C:10]([O-:12])=[O:11].[Na+]>C(#N)C>[SH:1][CH2:2][CH2:9][C:10]([OH:12])=[O:11].[SH-:6].[Na+:7].[C:3]1(=[O:4])[O:5][CH2:9][CH2:2]1 |f:1.2,3.4,7.8|. Procedure: The acids from which the esters are derived are also generally available commercially but may be made if so desired by procedures of long-standing in the chemical arts. Mercaptoacetic acid, for example, may be made by the reaction of sodium hydro-sulfide with sodium chloroacetate and subsequent acidification. β-mercaptopropionic acid is obtained in about 80% yield from the reaction of sodium hydrosulfide with β-propiolactone in acetonitrile and subsequent acidification. Mercaptosuccinic acid may... Starting materials: C(C)(C)(C)OCl (tert.-butyl-hypochlorite), C1(CCCCC1)=NO (cyclohexanone oxime), C(C)O (ethanol), C1=CC=CCCC1 (1,3-cycloheptadiene). Run in C(C)(C)O (isopropanol), C(Cl)Cl (methylene chloride), C(C)OCC (diethyl ether). Run at temperature -20 celsius, time 2 day. Yields the product Cl.C12CCCC(ON1)C=C2 (6-oxa-7-aza-bicyclo[3.2.2]non-8-ene hydrochloride). Isolated yield 77.2%. Reaction SMILES: [C:1]1(=[N:7][OH:8])[CH2:6][CH2:5][CH2:4][CH2:3][CH2:2]1.[C:9](O[Cl:14])(C)(C)C.C(O)C.C1CCCC=CC=1>C(Cl)Cl.C(OCC)C.C(O)(C)C>[ClH:14].[CH:1]12[CH:9]=[CH:2][CH:3]([O:8][NH:7]1)[CH2:4][CH2:5][CH2:6]2 |f:7.8|. Procedure details: To a solution of 16.8 g (0.149 mol) cyclohexanone oxime in 240 ml methylene chloride was slowly added at 0° C. 19.4 g (0.178 mol) tert.-butyl-hypochlorite. The resulting dark blue solution was cooled to −20° C. and then 30 ml ethanol and 20.0 g (0.212 mol) 1,3-cycloheptadiene were added and the mixture was stored in a freezer at 5° C. for 2 days until the blue color had disappeared. The reaction mixture was added to 30 ml isopropanol and then 300 ml diethyl ether and after stirring for 3 h the r... The yield is 99.3%. Procedure details: In a 25 mL 3N round-bottomed flask equipped with nitrogen inlet, (Z)-3-(3-(3,5-bis(trifluoromethyl)phenyl)-1H-1,2,4-triazol-1-yl)acrylic acid (4) (0.1 g, 1.0 eq.) was charged along with dichloromethane (5.0 mL, 50 V) and ethyl acetate (5.0 mL, 50 V). The reaction mixture was cooled to 0° C. and then added T3P (50% in ethyl acetate) (0.214 g, 1.2 eq.) followed by DIPEA (0.073 g, 2.0 eq.) and (2-methylpyrimidin-5-yl)methanamine (0.038 g, 1.1 eq.). The clear reaction mixture was stirred at 0° C. fo... The reactants are CC1=NC=C(C=N1)CN ((2-methylpyrimidin-5-yl)methanamine), C(CC)P1(OP(OP(O1)(=O)CCC)(=O)CCC)=O (T3P), CCN(C(C)C)C(C)C (DIPEA), FC(C=1C=C(C=C(C1)C(F)(F)F)C1=NN(C=N1)\C=C/C(=O)O)(F)F ((Z)-3-(3-(3,5-bis(trifluoromethyl)phenyl)-1H-1,2,4-triazol-1-yl)acrylic acid). The product is FC(C=1C=C(C=C(C1)C(F)(F)F)C1=NN(C=N1)\C=C/C(=O)NCC=1C=NC(=NC1)C)(F)F ((Z)-3-(3-(3,5-bis(trifluoromethyl)phenyl)-1H-1,2,4-triazol-1-yl)-N-((2-methylpyrimidin-5-yl)methyl)acrylamide). Run in ClCCl (dichloromethane), CO (Methanol), ClCCl (dichloromethane), C(C)(=O)OCC (ethyl acetate). As a reaction SMILES: [F:1][C:2]([F:24])([F:23])[C:3]1[CH:4]=[C:5]([C:13]2[N:17]=[CH:16][N:15](/[CH:18]=[CH:19]\[C:20]([OH:22])=O)[N:14]=2)[CH:6]=[C:7]([C:9]([F:12])([F:11])[F:10])[CH:8]=1.C(P1(=O)OP(CCC)(=O)OP(CCC)(=O)O1)CC.CCN(C(C)C)C(C)C.[CH3:52][C:53]1[N:58]=[CH:57][C:56]([CH2:59][NH2:60])=[CH:55][N:54]=1>ClCCl.CO.C(OCC)(=O)C>[F:12][C:9]([F:11])([F:10])[C:7]1[CH:6]=[C:5]([C:13]2[N:17]=[CH:16][N:15](/[CH:18]=[CH:19]\[C:20]([NH:60][CH2:59][C:56]3[CH:55]=[N:54][C:53]([CH3:52])=[N:58][CH:57]=3)=[O:22])[N:14]=2)[CH:4]=[C:3]([C:2]([F:24])([F:23])[F:1])[CH:8]=1. Run at temperature 0 celsius, time 30 minute. Starting materials: [OH-].[Na+] (NaOH), BrC=1C=C(C(=O)OC)C=C(C1Cl)NC(=O)OC(C)(C)C (methyl 3-bromo-5-((tert-butoxycarbonyl)amino)-4-chlorobenzoate), BrC=1C=C(C(=O)OC)C=C(C1Cl)NC(=O)OC(C)(C)C (methyl 3-bromo-5-((tert-butoxycarbonyl)amino)-4-chlorobenzoate), [H-].[Al+3].[Li+].[H-].[H-].[H-] (Lithium aluminum hydride), [O-]S(=O)(=O)[O-].[Mg+2] (MgSO4). Run in O (Water), O (H2O), CCOCC (Et2O), C1CCOC1 (THF). Run at time 2 hour. The product is BrC=1C(=C(C=C(C1)CO)NC(OC(C)(C)C)=O)Cl (tert-butyl (3-bromo-2-chloro-5-(hydroxymethyl)phenyl)carbamate). Isolated yield 88.4%. Reaction SMILES: [Br:1][C:2]1[CH:3]=[C:4]([CH:9]=[C:10]([NH:13][C:14]([O:16][C:17]([CH3:20])([CH3:19])[CH3:18])=[O:15])[C:11]=1[Cl:12])[C:5](OC)=[O:6].[H-].[Al+3].[Li+].[H-].[H-].[H-].[OH-].[Na+].[O-]S([O-])(=O)=O.[Mg+2]>C1COCC1.CCOCC.O>[Br:1][C:2]1[C:11]([Cl:12])=[C:10]([NH:13][C:14](=[O:15])[O:16][C:17]([CH3:18])([CH3:19])[CH3:20])[CH:9]=[C:4]([CH2:5][OH:6])[CH:3]=1 |f:1.2.3.4.5.6,7.8,9.10|. Procedure: (I8A): Methyl 3-bromo-5-((tert-butoxycarbonyl)amino)-4-chlorobenzoate (5 g, 13.71 mmol, Intermediate 4) was dissolved in THF (91 mL) at 0° C. under N2. Lithium aluminum hydride solution (10 ml, 10.00 mmol, 1 M in THF) was added dropwise. The reaction mixture was stirred for 2 hours at which point reaction appeared complete by LC/MS. Water (1.4 mL) was added slowly and resulted in a vigorous quench. 1 M aq. NaOH soln (1.4 mL) was added dropwise, followed by a final addition of H2O (4.2 mL). The m... Starting materials: Brc1ccc(Br)nc1, CC(C)(C)[O-], CS(=O)(=O)c1ccc(CO)cc1, [Cl-], [K+], [NH4+], C1CCOC1. Yields the product CS(=O)(=O)c1ccc(COc2ccc(Br)cn2)cc1. As a reaction SMILES: [Br:1][c:2]1[n:3][cH:4][c:5]([Br:8])[cH:6][cH:7]1.[CH3:21][C:22]([CH3:23])([O-:24])[CH3:25].[CH3:9][S:10](=[O:11])(=[O:12])[c:13]1[cH:14][cH:15][c:16]([CH2:17][OH:18])[cH:19][cH:20]1.[Cl-:27].[K+:26].[NH4+:28].[O:29]1[CH2:30][CH2:31][CH2:32][CH2:33]1>>[c:2]1([O:18][CH2:17][c:16]2[cH:15][cH:14][c:13]([S:10]([CH3:9])(=[O:11])=[O:12])[cH:20][cH:19]2)[n:3][cH:4][c:5]([Br:8])[cH:6][cH:7]1. Starting materials: C(C)(=O)N1C(C(C2=CC=C(C=C12)C(=O)OC)=C(C1=CC=CC=C1)OCC)=O (1-acetyl-3-(1-ethoxy-1-phenylmethylene)-6-methoxycarbonyl-2-indolinone), N1C(NC(C1CC1=CC=C(N)C=C1)=O)=O (4-((imidazolidin-2,4-dion-5-yl)-methyl)-aniline). Yields the product N1C(NC(C1CC1=CC=C(N\C(\C2=CC=CC=C2)=C\2/C(NC3=CC(=CC=C23)C(=O)OC)=O)C=C1)=O)=O (3-Z-[1-(4-((imidazolidin-2,4-dion-5-yl)-methyl)-anilino)-1-phenyl-methylene]-6-methoxycarbonyl-2-indolinone). RXN SMILES: C([N:4]1[C:12]2[C:7](=[CH:8][CH:9]=[C:10]([C:13]([O:15][CH3:16])=[O:14])[CH:11]=2)[C:6](=[C:17](OCC)[C:18]2[CH:23]=[CH:22][CH:21]=[CH:20][CH:19]=2)[C:5]1=[O:27])(=O)C.[NH:28]1[CH:32]([CH2:33][C:34]2[CH:40]=[CH:39][C:37]([NH2:38])=[CH:36][CH:35]=2)[C:31](=[O:41])[NH:30][C:29]1=[O:42]>>[NH:28]1[CH:32]([CH2:33][C:34]2[CH:40]=[CH:39][C:37]([NH:38]/[C:17](=[C:6]3\[C:5](=[O:27])[NH:4][C:12]4[C:7]\3=[CH:8][CH:9]=[C:10]([C:13]([O:15][CH3:16])=[O:14])[CH:11]=4)/[C:18]3[CH:23]=[CH:22][CH:21]=[CH:20][CH:19]=3)=[CH:36][CH:35]=2)[C:31](=[O:41])[NH:30][C:29]1=[O:42]. Procedure details: Prepared from 1-acetyl-3-(1-ethoxy-1-phenylmethylene)-6-methoxycarbonyl-2-indolinone and 4-((imidazolidin-2,4-dion-5-yl)-methyl)-aniline Rf value: 0.6 (silica gel, methylene chloride/methanol=5:1) C27H22N4O5 The reactants are CCCC[N+](CCCC)(CCCC)CCCC, [F-], C1CCOC1, O, C=CCOP(=O)(OCC=C)OCc1c(CO[Si](C)(C)C(C)(C)C)cccc1OC. The product is C=CCOP(=O)(OCC=C)OCc1c(CO)cccc1OC. As a reaction SMILES: [CH3:31][CH2:32][CH2:33][CH2:34][N+:35]([CH2:36][CH2:37][CH2:38][CH3:39])([CH2:40][CH2:41][CH2:42][CH3:43])[CH2:44][CH2:45][CH2:46][CH3:47].[F-:30].[O:49]1[CH2:50][CH2:51][CH2:52][CH2:53]1.[OH2:48].[P:1](=[O:2])([O:3][CH2:4][CH:5]=[CH2:6])([O:7][CH2:8][CH:9]=[CH2:10])[O:11][CH2:12][c:13]1[c:14]([CH2:21][O:22][Si:23]([C:24]([CH3:25])([CH3:26])[CH3:27])([CH3:28])[CH3:29])[cH:15][cH:16][cH:17][c:18]1[O:19][CH3:20]>>[P:1](=[O:2])([O:3][CH2:4][CH:5]=[CH2:6])([O:7][CH2:8][CH:9]=[CH2:10])[O:11][CH2:12][c:13]1[c:14]([CH2:21][OH:22])[cH:15][cH:16][cH:17][c:18]1[O:19][CH3:20]. RXN SMILES: [CH3:1][O:2][C:3]([CH:5]1[CH2:11][CH2:10][CH2:9][CH2:8][CH2:7][CH:6]1[NH2:12])=[O:4].Cl[C:14](OC1C=CC([N+]([O-])=O)=CC=1)=[O:15].C(N(C(C)C)CC)(C)C.[Cl:35][C:36]1[CH:45]=[C:44]2[C:39]([C:40]([N:47]3[CH2:52][CH2:51][NH:50][CH2:49][CH2:48]3)=[CH:41][C:42]([NH2:46])=[N:43]2)=[CH:38][CH:37]=1>>[NH2:46][C:42]1[CH:41]=[C:40]([N:47]2[CH2:52][CH2:51][N:50]([C:14]([NH:12][CH:6]3[CH2:7][CH2:8][CH2:9][CH2:10][CH2:11][CH:5]3[C:3]([O:2][CH3:1])=[O:4])=[O:15])[CH2:49][CH2:48]2)[C:39]2[C:44](=[CH:45][C:36]([Cl:35])=[CH:37][CH:38]=2)[N:43]=1. Procedure: As described for 78, 2-methoxycarbonyl cycloheptyl amine, 4-nitrophenyl chloroformate, diisopropyl(ethyl)amine, and 7-chloro-4-(1-piperazinyl)-2-quinolinamine are reacted to afford the product. LC-MS: 460 (M++1). 1H NMR (CDCl3) δ 7.72 (d, 1H), 7.60 (s, 1H), 7.18 (d, 1H), 6.15 (s, 1H), 5.50 (d, 1H), 4.70 (s, 2H), 4.15 (m, 1H), 3.70 (s, 3H), 3.60 (m, 4H), 3.10 (m, 4H), 2.95 (m, 1H), 2.00 (m, 1H), 1.85 (m, 3H), 1.65 (m, 5H), 1.45 (m, 1H). Reactants: COC(=O)C1C(CCCCC1)N (2-methoxycarbonyl cycloheptyl amine), ClC1=CC=C2C(=CC(=NC2=C1)N)N1CCNCC1 (7-chloro-4-(1-piperazinyl)-2-quinolinamine), ClC(=O)OC1=CC=C(C=C1)[N+](=O)[O-] (4-nitrophenyl chloroformate), C(C)(C)N(CC)C(C)C (diisopropyl(ethyl)amine). Yields the product NC1=NC2=CC(=CC=C2C(=C1)N1CCN(CC1)C(=O)NC1C(CCCCC1)C(=O)OC)Cl (2-[[[4-(2-Amino-7-chloro-4-quinolinyl)-1-piperazinyl]carbonyl]amino]-cycloheptanecarboxylic Acid, Methyl Ester). Starting materials: O=[N+]([O-])c1ccc(F)c(Cl)c1, COc1ccc(F)cc1O, [H-], [Na+], CN(C)C=O, O. Yields the product COc1ccc(F)cc1Oc1ccc([N+](=O)[O-])cc1Cl. As a reaction SMILES: [Cl:13][c:14]1[c:15]([F:23])[cH:16][cH:17][c:18]([N+:20](=[O:21])[O-:22])[cH:19]1.[F:3][c:4]1[cH:5][cH:6][c:7]([O:11][CH3:12])[c:8]([OH:10])[cH:9]1.[H-:1].[Na+:2].[O:24]=[CH:25][N:26]([CH3:27])[CH3:28].[OH2:29]>>[F:3][c:4]1[cH:5][cH:6][c:7]([O:11][CH3:12])[c:8]([O:10][c:15]2[c:14]([Cl:13])[cH:19][c:18]([N+:20](=[O:21])[O-:22])[cH:17][cH:16]2)[cH:9]1.